Dataset: the Open Reaction Database (ORD), a public repository of structured organic reaction records. Task: describe an organic reaction: reactants, conditions, products, and yield Starting materials: C(\C=C\C)(=O)OCC1=CC=CC=C1 (Benzyl (2E)-but-2-enoate), COCN(C[Si](C)(C)C)CC1=CC=CC=C1 (N-(methoxymethyl)-N-(trimethylsilylmethyl)benzylamine). The reagents and catalysts are FC(C(=O)O)(F)F (Trifluoroacetic acid). Run in ClCCl (dichloromethane). Yields the product C(C1=CC=CC=C1)N1CC(C(C1)C)C(=O)OCC1=CC=CC=C1 (Benzyl (3RS,4SR)-1-benzyl-4-methylpyrrolidine-3-carboxylate). Yield: 105.9%. Reaction SMILES: [C:1]([O:6][CH2:7][C:8]1[CH:13]=[CH:12][CH:11]=[CH:10][CH:9]=1)(=[O:5])/[CH:2]=[CH:3]/[CH3:4].CO[CH2:16][N:17]([CH2:23][C:24]1[CH:29]=[CH:28][CH:27]=[CH:26][CH:25]=1)[CH2:18][Si](C)(C)C>ClCCl.FC(F)(F)C(O)=O>[CH2:23]([N:17]1[CH2:16][CH:3]([CH3:4])[CH:2]([C:1]([O:6][CH2:7][C:8]2[CH:9]=[CH:10][CH:11]=[CH:12][CH:13]=2)=[O:5])[CH2:18]1)[C:24]1[CH:25]=[CH:26][CH:27]=[CH:28][CH:29]=1. Procedure details: Benzyl (2E)-but-2-enoate obtained in Example 1e (20.5 g, 116 mmol) was dissolved in dichloromethane (5 ml), and the mixture was cooled in an ice bath with stirring. Trifluoroacetic acid (257 μl, 3.47 mmol) was added, and N-(methoxymethyl)-N-(trimethylsilylmethyl)benzylamine (33.1 g, 139 mmol) was added dropwise to the reaction liquid over 15 minutes so that the internal temperature did not exceed 62° C., while washing with dichloromethane (25 ml). The reaction liquid was left to stand until it r... The reactants are O=C(CNC(OC(C)(C)C)=O)C=1C=NC=CC1 (1,1-Dimethylethyl [2-oxo-2-(3-pyridinyl)ethyl]carbamate), [BH4-].[Na+] (sodium borohydride). Run in C(C)O (ethanol). Conditions: time 1.5 hour. Product: OC(CNC(OC(C)(C)C)=O)C=1C=NC=CC1 (1,1-Dimethylethyl [2-hydroxy-2-(3-pyridinyl)ethyl]carbamate). Isolated yield 103.0%. RXN SMILES: [O:1]=[C:2]([C:12]1[CH:13]=[N:14][CH:15]=[CH:16][CH:17]=1)[CH2:3][NH:4][C:5](=[O:11])[O:6][C:7]([CH3:10])([CH3:9])[CH3:8].[BH4-].[Na+]>C(O)C>[OH:1][CH:2]([C:12]1[CH:13]=[N:14][CH:15]=[CH:16][CH:17]=1)[CH2:3][NH:4][C:5](=[O:11])[O:6][C:7]([CH3:10])([CH3:9])[CH3:8] |f:1.2|. Reported procedure: To a solution of the product from step (b) (1.30 g) in ethanol (50 ml) was added sodium borohydride (105 mg). The mixture was stirred for 1.5 h then evaporated. Water was added and the mixture extracted twice with ethyl acetate. The combined organic layers were washed (brine) and dried (MgSO4). The solvent was evaporated off to give the sub-title compound (1.35 g) as an oil. Starting materials: C1(=CC=CC=C1)C(CC1=CC=CC=C1)(O)C1=CC=C(C=C1)OC (1,2-diphenyl-1-(4-methoxyphenyl)ethanol), CC=1C=CC(=CC1)S(=O)(=O)O.O (p-TsOH.H2O). Run in C1=CC=CC=C1 (C6H6). Reaction conditions: time 2 hour. Yields the product C1(=CC=CC=C1)C(=CC1=CC=CC=C1)C1=CC=C(C=C1)OC (1,2-Diphenyl-1-(4-methoxyphenyl)ethene), oil. Isolated yield 61.0%. Reaction SMILES: [C:1]1([C:7]([C:16]2[CH:21]=[CH:20][C:19]([O:22][CH3:23])=[CH:18][CH:17]=2)(O)[CH2:8][C:9]2[CH:14]=[CH:13][CH:12]=[CH:11][CH:10]=2)[CH:6]=[CH:5][CH:4]=[CH:3][CH:2]=1.CC1C=CC(S(O)(=O)=O)=CC=1.O>C1C=CC=CC=1>[C:1]1([C:7]([C:16]2[CH:21]=[CH:20][C:19]([O:22][CH3:23])=[CH:18][CH:17]=2)=[CH:8][C:9]2[CH:14]=[CH:13][CH:12]=[CH:11][CH:10]=2)[CH:2]=[CH:3][CH:4]=[CH:5][CH:6]=1 |f:1.2|. Procedure details: To the Grignard reagent prepared from 4-bromoanisole (10 g, 53.5 mmol) and Mg turnings (1.32 g, 54.3 mg-atom) in 25 mL Et2O was added deoxybenzoin (9.81 g, 50 mmol) in 75 mL Et2O dropwise under reflux. After stirring at reflux 3 h, the mixture was carefully poured onto 1N H2SO4 and ice. The layers were allowed to separate and the aqueous layer was extracted with 25 mL Et2O. The ether layers were combined, washed with H2O (2×80 mL), dried (Na2SO4), and concentrated to give a yellow oil which soli... Reactants: [Li+].[BH4-] (LiBH4), C(C)OC(=O)C=1C=C2C=C(NC2=C(C1)[N+](=O)[O-])C1=CC=CC=C1 (2-Phenyl-7-nitro-1H-indole-5-carboxylic acid ethyl ester), O (water). Solvent: CO (methanol). Conditions: time 3 hour. Yields the product OCC=1C=C2C=C(NC2=C(C1)[N+](=O)[O-])C1=CC=CC=C1 (5-Hydroxymethyl-2-phenyl-7-nitro-1H-indole). As a reaction SMILES: C([O:3][C:4]([C:6]1[CH:7]=[C:8]2[C:12](=[C:13]([N+:15]([O-:17])=[O:16])[CH:14]=1)[NH:11][C:10]([C:18]1[CH:23]=[CH:22][CH:21]=[CH:20][CH:19]=1)=[CH:9]2)=O)C.[Li+].[BH4-].O>CO>[OH:3][CH2:4][C:6]1[CH:7]=[C:8]2[C:12](=[C:13]([N+:15]([O-:17])=[O:16])[CH:14]=1)[NH:11][C:10]([C:18]1[CH:19]=[CH:20][CH:21]=[CH:22][CH:23]=1)=[CH:9]2 |f:1.2|. Reported procedure: 2-Phenyl-7-nitro-1H-indole-5-carboxylic acid ethyl ester (10 g, 29 mmol) prepared in Step A of Example 28 was dissolved in methanol (100 mL), and LiBH4 (1M THF solution, 4 mL) was added thereto at 0° C. After warming to room temperature, the mixture was stirred for 3 h. A small amount of water was added to quench the reaction. Methanol was removed under reduced pressure. 1N HCl was added to the residue, which was then extracted with EtOAc, dried, and used in the next reaction without further pur...